From a dataset of the Open Reaction Database (ORD), a public repository of structured organic reaction records. describe an organic reaction: reactants, conditions, products, and yield Starting materials: COC(=O)c1ccc(-c2ccccc2)c(C#N)c1, CCO, CO, ClCCl, Cl, [Na+], [OH-], O. The product is N#Cc1cc(C(=O)O)ccc1-c1ccccc1. RXN SMILES: [C:1](#[N:2])[c:3]1[c:4](-[c:13]2[cH:14][cH:15][cH:16][cH:17][cH:18]2)[cH:5][cH:6][c:7]([C:9](=[O:10])[O:11][CH3:12])[cH:8]1.[CH3:19][CH2:20][OH:21].[CH3:25][OH:26].[Cl:27][CH2:28][Cl:29].[ClH:24].[Na+:23].[OH-:22].[OH2:30]>>[C:1](#[N:2])[c:3]1[c:4](-[c:13]2[cH:14][cH:15][cH:16][cH:17][cH:18]2)[cH:5][cH:6][c:7]([C:9](=[O:10])[OH:11])[cH:8]1. The reactants are CCOC(=O)C=C(C)C=CC(F)=C(CC)c1cc2c(cc1OCC)C(C)(C)CC=C2C(C)(C)C, C1CCOC1, CCO, [Na+], [OH-]. Yields the product CCOc1cc2c(cc1C(CC)=C(F)C=CC(C)=CC(=O)O)C(C(C)(C)C)=CCC2(C)C. Reaction SMILES: [C:1]([CH3:2])([CH3:3])([CH3:4])[C:5]1=[CH:6][CH2:7][C:8]([CH3:33])([CH3:34])[c:9]2[cH:10][c:11]([O:30][CH2:31][CH3:32])[c:12]([C:15](=[C:16]([CH:17]=[CH:18][C:19](=[CH:20][C:21](=[O:22])[O:23][CH2:24][CH3:25])[CH3:26])[F:27])[CH2:28][CH3:29])[cH:13][c:14]21.[CH2:37]1[O:38][CH2:39][CH2:40][CH2:41]1.[CH3:42][CH2:43][OH:44].[Na+:36].[OH-:35]>>[C:1]([CH3:2])([CH3:3])([CH3:4])[C:5]1=[CH:6][CH2:7][C:8]([CH3:33])([CH3:34])[c:9]2[cH:10][c:11]([O:30][CH2:31][CH3:32])[c:12]([C:15](=[C:16]([CH:17]=[CH:18][C:19](=[CH:20][C:21](=[O:22])[OH:23])[CH3:26])[F:27])[CH2:28][CH3:29])[cH:13][c:14]21. Reactants: ClC1=NC(=NC(=N1)Cl)N=C=O (4,6-dichloro-1,3,5-triazin-2-yl isocyanate), O (Water), ClCC1=C(C=CC=C1)S(=O)(=O)N (2-(chloromethyl)benzene sulfonamide), C[O-].[Na+] (sodium methoxide), CO (methanol). Solvent: C(C)#N (acetonitrile). Run at time 20 hour. The product is ClCC1=C(C=CC=C1)S(=O)(=O)NC(=O)NC1=NC(=NC(=N1)OC)OC (2-(Chloromethyl)-N-[(4,6-dimethoxy-1,3,5-triazin-2-yl)aminocarbonyl]benzenesulfonamide). RXN SMILES: Cl[C:2]1[N:7]=[C:6](Cl)[N:5]=[C:4]([N:9]=[C:10]=[O:11])[N:3]=1.[Cl:12][CH2:13][C:14]1[CH:19]=[CH:18][CH:17]=[CH:16][C:15]=1[S:20]([NH2:23])(=[O:22])=[O:21].[CH3:24][O-:25].[Na+].[OH2:27].[CH3:28]O>C(#N)C>[Cl:12][CH2:13][C:14]1[CH:19]=[CH:18][CH:17]=[CH:16][C:15]=1[S:20]([NH:23][C:10]([NH:9][C:4]1[N:5]=[C:6]([O:25][CH3:24])[N:7]=[C:2]([O:27][CH3:28])[N:3]=1)=[O:11])(=[O:22])=[O:21] |f:2.3|. Reported procedure: A solution of 4,6-dichloro-1,3,5-triazin-2-yl isocyanate (3.10 g, 16.2 mmol) in acetonitrile (15 ml) was contacted with 2-(chloromethyl)benzene sulfonamide (3.34 g, 16.2 mmol) and stirred for 20 hrs at 25°. The mixture was heated at 50° for 2 hrs, cooled and filtered to provide 3.86 g, mp 162°-170°, which was contacted with sodium methoxide (30 mmol) in methanol (60 ml) at 20°-25° for 16 hrs. Water (100 ml) was added and the mixture was filtered and neutralized by addition of hydrochloride acid.... Reactants: CCN(C(C)C)C(C)C (Hunig's base), Cl.C[C@@H]1CO[C@@H](CN1)CO ([(2S,5R)-5-methyl-2-morpholinyl]methanol hydrochloride), NC1=NC(=CC(=N1)Cl)Cl (2-amino-4,6-dichloropyrimidine). Solvent: CC#N (CH3CN). Conditions: temperature 160 celsius, time 1 hour. Product: NC1=NC(=CC(=N1)N1C[C@H](OC[C@H]1C)CO)Cl ([(2S,5R)-4-(2-Amino-6-chloro-4-pyrimidinyl)-5-methyl-2-morpholinyl]methanol). The yield is 94.1%. RXN SMILES: CCN(C(C)C)C(C)C.Cl.[CH3:11][C@H:12]1[NH:17][CH2:16][C@@H:15]([CH2:18][OH:19])[O:14][CH2:13]1.[NH2:20][C:21]1[N:26]=[C:25](Cl)[CH:24]=[C:23]([Cl:28])[N:22]=1>CC#N>[NH2:20][C:21]1[N:26]=[C:25]([N:17]2[C@H:12]([CH3:11])[CH2:13][O:14][C@H:15]([CH2:18][OH:19])[CH2:16]2)[CH:24]=[C:23]([Cl:28])[N:22]=1 |f:1.2|. Procedure: In a 2-5 mL microwave vessel Hunig's base (0.59 mL, 3.35 mmol) was added to [(2S,5R)-5-methyl-2-morpholinyl]methanol hydrochloride (208 mg, 1.12 mmol) in CH3CN (3 mL), and then 2-amino-4,6-dichloropyrimidine (174 mg, 1.06 mmol) was added. The mixture was heated with stirring in a microwave reactor at 160° C. for 1 hour. HPLC indicated complete conversion. The mixture was filtered through a 0.45 um filter disc, evaporated, and the product was purified further by chomatography (Analogix SF25-40 g ... Starting materials: CCOC(C)=O, CCO, [Na+], CC1=CC(=O)CC(C)(C)C1, [OH-], O=S(=O)(O)O. The product is CCOC(=O)CC(C)(C)CC(C)=O. As a reaction SMILES: [CH2:21]([O:22][C:23](=[O:24])[CH3:25])[CH3:26].[CH3:11][CH2:12][OH:13].[Na+:20].[O:1]=[C:2]1[CH:3]=[C:4]([CH3:10])[CH2:5][C:6]([CH3:7])([CH3:8])[CH2:9]1.[OH-:19].[S:14]([OH:15])(=[O:16])(=[O:17])[OH:18]>>[O:1]=[C:2]([CH2:9][C:6]([CH2:5][C:4]([CH3:10])=[O:15])([CH3:7])[CH3:8])[O:13][CH2:12][CH3:11].